The task is: describe an organic reaction: reactants, conditions, products, and yield. This data is from the Open Reaction Database (ORD), a public repository of structured organic reaction records. Reactants: [BH4-].[Na+] (sodium borohydride), aqueous solution, Cl (hydrochloric acid), O=C(CC(=O)OC)CCC=CC=CC (methyl 3-oxo-6,8-decadienoate). Solvent: C1CCOC1 (THF). Run at temperature 0 celsius, time 1 hour. The product is OC(CC(=O)OC)CCC=CC=CC (methyl 3-hydroxy-6,8-decadienoate). Yield: 96.0%. Reaction SMILES: [BH4-].[Na+].[O:3]=[C:4]([CH2:10][CH2:11][CH:12]=[CH:13][CH:14]=[CH:15][CH3:16])[CH2:5][C:6]([O:8][CH3:9])=[O:7].Cl>C1COCC1>[OH:3][CH:4]([CH2:10][CH2:11][CH:12]=[CH:13][CH:14]=[CH:15][CH3:16])[CH2:5][C:6]([O:8][CH3:9])=[O:7] |f:0.1|. Procedure details: In a stream of nitrogen, sodium borohydride (5.1 g, 0.14 mol) and THF (360 ml) were put into a 1-L flask, followed by cooling to 0° C. Methyl 3-oxo-6,8-decadienoate (f) (88.8 g, 0.45 mol) was added dropwise thereinto for 1 hour. After completion of the dropwise addition, a 35% aqueous solution of hydrochloric acid (47 g) was added dropwise thereinto, followed by extraction twice with ethyl acetate (180 ml). After the organic layer was washed with water (178 mL), the solvent was removed under a r... The reactants are C(C)NCCNC(=O)C=1NC2=CC=C(C=C2C1)[N+](=O)[O-] (5-Nitro-1H-indole-2-carboxylic acid (2-ethylamino-ethyl)-amide), C(C)OC(=O)C=1NC2=CC=C(C=C2C1)[N+](=O)[O-] (5-nitro-2-indolecarboxylic acid ethyl ester), C(CC)NCCN (N-propylethylenediamine). Yields the product C(CC)NCCNC(=O)C=1NC2=CC=C(C=C2C1)[N+](=O)[O-] (5-Nitro-1H-indole-2-carboxylic acid (2-propylamino-ethyl)-amide). Isolated yield 85.0%. As a reaction SMILES: [CH2:1]([NH:3][CH2:4][CH2:5][NH:6][C:7]([C:9]1[NH:10][C:11]2[C:16]([CH:17]=1)=[CH:15][C:14]([N+:18]([O-:20])=[O:19])=[CH:13][CH:12]=2)=[O:8])[CH3:2].[CH2:21](OC(C1NC2C(C=1)=CC([N+]([O-])=O)=CC=2)=O)C.C(NCCN)CC>>[CH2:1]([NH:3][CH2:4][CH2:5][NH:6][C:7]([C:9]1[NH:10][C:11]2[C:16]([CH:17]=1)=[CH:15][C:14]([N+:18]([O-:20])=[O:19])=[CH:13][CH:12]=2)=[O:8])[CH2:2][CH3:21]. Procedure: A similar procedure as described for preparation of 77 from 5-nitro-2-indolecarboxylic acid ethyl ester (0.8 g, 3.41 mmol) and N-propylethylenediamine (2 ml) gave a brown solid (0.84 g, 85%). ESI MS: 291.13 (M+H+). 1H NMR (DMSO-d6) δ 8.68 (d, 1H), 8.04 (d, 1H), 7.55 (d, 1H), 7.37 (s, 1H), 3.35 (m, 3H), 2.68 (q, 2H), 2.49 9 (q, 2H), 1.40 (tt, 2H), 0.84 (t, 3H). Starting materials: COC(CCCCCC[C@H]1[C@H](C[C@H]([C@@H]1\C=C\[C@H](CCC=C(C)C)OC1OCCCC1)OC1OCCCC1)O)=O ((13E)-(8R,9S,11R,12R,15S)-9-hydroxy-19-methyl-11,15-bis(tetrahydropyran-2-yloxy)-13,18-prostadienoic acid methyl ester), C(Cl)(Cl)(Cl)Cl (carbon tetrachloride), N1=CC=CC=C1 (pyridine), C1(=CC=CC=C1)P(C1=CC=CC=C1)C1=CC=CC=C1 (triphenylphosphine). The solvent is solution, C(C)#N (acetonitrile), CCOCC (ether), CCCCCC (hexane). Reaction conditions: time 10 minute. Yields the product COC(CCCCCC[C@H]1[C@@H](C[C@H]([C@@H]1\C=C\[C@H](CCC=C(C)C)OC1OCCCC1)OC1OCCCC1)Cl)=O ((13E)-(8R,9R,11R,12R,15S)-9-Chloro-19-methyl-11,15-bis(tetrahydropyran-2-yloxy)-13,18-prostadienoic Acid Methyl Ester). As a reaction SMILES: [CH3:1][O:2][C:3](=[O:39])[CH2:4][CH2:5][CH2:6][CH2:7][CH2:8][CH2:9][C@@H:10]1[C@@H:14](/[CH:15]=[CH:16]/[C@@H:17]([O:24][CH:25]2[CH2:30][CH2:29][CH2:28][CH2:27][O:26]2)[CH2:18][CH2:19][CH:20]=[C:21]([CH3:23])[CH3:22])[C@H:13]([O:31][CH:32]2[CH2:37][CH2:36][CH2:35][CH2:34][O:33]2)[CH2:12][C@@H:11]1O.C(Cl)(Cl)(Cl)[Cl:41].N1C=CC=CC=1.C1(P(C2C=CC=CC=2)C2C=CC=CC=2)C=CC=CC=1>CCOCC.CCCCCC.C(#N)C>[CH3:1][O:2][C:3](=[O:39])[CH2:4][CH2:5][CH2:6][CH2:7][CH2:8][CH2:9][C@@H:10]1[C@@H:14](/[CH:15]=[CH:16]/[C@@H:17]([O:24][CH:25]2[CH2:30][CH2:29][CH2:28][CH2:27][O:26]2)[CH2:18][CH2:19][CH:20]=[C:21]([CH3:23])[CH3:22])[C@H:13]([O:31][CH:32]2[CH2:37][CH2:36][CH2:35][CH2:34][O:33]2)[CH2:12][C@H:11]1[Cl:41]. Procedure details: A solution of 1.0 g of (13E)-(8R,9S,11R,12R,15S)-9-hydroxy-19-methyl-11,15-bis(tetrahydropyran-2-yloxy)-13,18-prostadienoic acid methyl ester in 14 ml of a solution of 0.97 ml of carbon tetrachloride, 0.79 ml of pyridine, and 48 ml of acetonitrile was stirred together with 730 mg of triphenylphosphine for 70 hours at room temperature under argon. Thereafter the mixture was diluted with 16 ml of ether and 32 ml of hexane, further agitated for 10 minutes, filtered, and concentrated by means of a f...